Dataset: the Open Reaction Database (ORD), a public repository of structured organic reaction records. Task: describe an organic reaction: reactants, conditions, products, and yield Starting materials: CC(C)(C)OC(=O)N1CCCC(C(=O)NCc2cccc(-c3csc(N=C(N)N)n3)n2)C1, C1CCOC1. The product is NC(N)=Nc1nc(-c2cccc(CNC(=O)C3CCCNC3)n2)cs1. Reaction SMILES: [NH2:1][C:2]([NH2:3])=[N:4][c:5]1[s:6][cH:7][c:8](-[c:10]2[n:11][c:12]([CH2:16][NH:17][C:18](=[O:19])[CH:20]3[CH2:21][N:22]([C:26]([O:27][C:28]([CH3:29])([CH3:30])[CH3:31])=[O:32])[CH2:23][CH2:24][CH2:25]3)[cH:13][cH:14][cH:15]2)[n:9]1.[O:33]1[CH2:34][CH2:35][CH2:36][CH2:37]1>>[NH2:1][C:2]([NH2:3])=[N:4][c:5]1[s:6][cH:7][c:8](-[c:10]2[n:11][c:12]([CH2:16][NH:17][C:18](=[O:19])[CH:20]3[CH2:21][NH:22][CH2:23][CH2:24][CH2:25]3)[cH:13][cH:14][cH:15]2)[n:9]1. Starting materials: Br.ClC1=C(C=C(C=C1)C1(N(C(SC1)=NC)C)O)S(=O)(=O)Cl (4-(4-chloro-3-chlorosulfonylphenyl)-3-methyl-2-methylimino-1,3-thiazolidine-4-ol-hydrobromide), N1=CC(=CC=C1)CN (3-picolyl amine). The solvent is C(C)N(CC)CC (triethyl amine). The product is ClC1=C(C=C(C=C1)C1(N(C(SC1)=NC)C)O)S(NCC=1C=NC=CC1)(=O)=O (4-[4-Chloro-3-(3-picolylsulfamoyl)-phenyl]-3-methyl-2-methylimino-1,3-thiazolidine-4-ol). As a reaction SMILES: Br.[Cl:2][C:3]1[CH:8]=[CH:7][C:6]([C:9]2([OH:17])[CH2:13][S:12][C:11](=[N:14][CH3:15])[N:10]2[CH3:16])=[CH:5][C:4]=1[S:18](Cl)(=[O:20])=[O:19].[N:22]1[CH:27]=[CH:26][CH:25]=[C:24]([CH2:28][NH2:29])[CH:23]=1>C(N(CC)CC)C>[Cl:2][C:3]1[CH:8]=[CH:7][C:6]([C:9]2([OH:17])[CH2:13][S:12][C:11](=[N:14][CH3:15])[N:10]2[CH3:16])=[CH:5][C:4]=1[S:18](=[O:20])(=[O:19])[NH:29][CH2:28][C:24]1[CH:23]=[N:22][CH:27]=[CH:26][CH:25]=1 |f:0.1|. Reported procedure: 8.8 g of 4-(4-chloro-3-chlorosulfonylphenyl)-3-methyl-2-methylimino-1,3-thiazolidine-4-ol-hydrobromide were reacted with 3.0 g of 3-picolyl amine and 5 g of triethyl amine according to Example 76, the solvent was distilled off under reduced pressure and the residue was taken up in 70 ml of water. Three extractions followed with 60 ml of ethyl acetate, the organic phase was dried over sodium sulfate and the solvent was evaporated under reduced pressure. The residue crystallized under diisopropyl ...